Dataset: the Open Reaction Database (ORD), a public repository of structured organic reaction records. Task: describe an organic reaction: reactants, conditions, products, and yield RXN SMILES: [Cl:1][c:2]1[c:3]([C:8](=[O:9])[N:10]2[CH2:11][CH2:12][N:13]=[C:14]([O:16][CH2:17][CH3:18])[CH2:15]2)[cH:4][cH:5][cH:6][cH:7]1.[Cl:22][CH2:23][Cl:24].[NH2:20][NH2:21].[OH2:19]>>[Cl:1][c:2]1[c:3]([C:8](=[O:9])[N:10]2[CH2:11][CH2:12][NH:13][CH:14]([NH:20][NH2:21])[CH2:15]2)[cH:4][cH:5][cH:6][cH:7]1. The product is NNC1CN(C(=O)c2ccccc2Cl)CCN1. Starting materials: CCOC1=NCCN(C(=O)c2ccccc2Cl)C1, ClCCl, NN, O. Starting materials: COc1cccc2sc(C(=O)O)c(CCc3ccccc3)c12, Cl, [Cu], c1ccc2ncccc2c1. Yields the product COc1cccc2scc(CCc3ccccc3)c12. RXN SMILES: [C:1]([OH:2])(=[O:3])[c:4]1[c:5]([CH2:15][CH2:16][c:17]2[cH:18][cH:19][cH:20][cH:21][cH:22]2)[c:6]2[c:7]([s:8]1)[cH:9][cH:10][cH:11][c:12]2[O:13][CH3:14].[ClH:23].[Cu:34].[cH:24]1[cH:25][c:26]2[c:27]([n:28][cH:29][cH:30][cH:31]2)[cH:32][cH:33]1>>[cH:4]1[c:5]([CH2:15][CH2:16][c:17]2[cH:18][cH:19][cH:20][cH:21][cH:22]2)[c:6]2[c:7]([s:8]1)[cH:9][cH:10][cH:11][c:12]2[O:13][CH3:14]. The reactants are C(C1=CC=CC=C1)OC(=O)NCCC[C@H](NC(=O)OC(C)(C)C)C(=O)N[C@@H](CCCNC(=O)OCC1=CC=CC=C1)C(=O)NCCNC(=O)OCC1=CC=CC=C1 (N5-[(Benzyloxy)carbonyl]-N2-(tert-butoxycarbonyl)-L-ornithyl-N5-[(benzyloxy)carbonyl]-N-(2-{[(benzyloxy)carbonyl]amino}ethyl)-L-ornithinamide), solution, Cl (hydrogen chloride). The solvent is O1CCOCC1 (dioxane). Yields the product Cl.C(C1=CC=CC=C1)OC(=O)NCCC[C@H](N)C(=O)N[C@@H](CCCNC(=O)OCC1=CC=CC=C1)C(=O)NCCNC(=O)OCC1=CC=CC=C1 (N5-[(Benzyloxy)carbonyl]-L-ornithyl-N5-[(benzyloxy)carbonyl]-N-(2-{[(benzyloxy)carbonyl]amino}ethyl)-L-ornithinamide hydrochloride). Reaction SMILES: [CH2:1]([O:8][C:9]([NH:11][CH2:12][CH2:13][CH2:14][C@@H:15]([C:24]([NH:26][C@H:27]([C:42]([NH:44][CH2:45][CH2:46][NH:47][C:48]([O:50][CH2:51][C:52]1[CH:57]=[CH:56][CH:55]=[CH:54][CH:53]=1)=[O:49])=[O:43])[CH2:28][CH2:29][CH2:30][NH:31][C:32]([O:34][CH2:35][C:36]1[CH:41]=[CH:40][CH:39]=[CH:38][CH:37]=1)=[O:33])=[O:25])[NH:16]C(OC(C)(C)C)=O)=[O:10])[C:2]1[CH:7]=[CH:6][CH:5]=[CH:4][CH:3]=1.[ClH:58]>O1CCOCC1>[ClH:58].[CH2:1]([O:8][C:9]([NH:11][CH2:12][CH2:13][CH2:14][C@@H:15]([C:24]([NH:26][C@H:27]([C:42]([NH:44][CH2:45][CH2:46][NH:47][C:48]([O:50][CH2:51][C:52]1[CH:53]=[CH:54][CH:55]=[CH:56][CH:57]=1)=[O:49])=[O:43])[CH2:28][CH2:29][CH2:30][NH:31][C:32]([O:34][CH2:35][C:36]1[CH:37]=[CH:38][CH:39]=[CH:40][CH:41]=1)=[O:33])=[O:25])[NH2:16])=[O:10])[C:2]1[CH:7]=[CH:6][CH:5]=[CH:4][CH:3]=1 |f:3.4|. Procedure details: Preparation takes place in analogy to Example 122A from 70 mg (0.09 mmol) of N5-[(benzyloxy)carbonyl]-N2-(tert-butoxycarbonyl)-L-ornithyl-N5-[(benzyloxy)carbonyl]-N-(2-{[(benzyloxy)carbonyl]amino}ethyl)-L-ornithinamide (Example 123A) in 0.68 ml of a 4M solution of hydrogen chloride in dioxane. The reactants are CC#N, [K+], O, N#C[S-], O=C(Cl)Cc1ccccc1. The product is O=C(Cc1ccccc1)N=C=S. As a reaction SMILES: [CH3:16][C:17]#[N:18].[K+:11].[OH2:15].[S-:12][C:13]#[N:14].[c:1]1([CH2:7][C:8](=[O:9])[Cl:10])[cH:2][cH:3][cH:4][cH:5][cH:6]1>>[c:1]1([CH2:7][C:8](=[O:9])[N:14]=[C:13]=[S:12])[cH:2][cH:3][cH:4][cH:5][cH:6]1. The reactants are CC(C)(C)OC(=O)N1CCC(NC(=O)C2CC2)C1, ClCCl, O=C(O)C(F)(F)F. Reaction SMILES: [CH:8]1([C:11](=[O:12])[NH:13][CH:14]2[CH2:15][N:16]([C:19]([O:20][C:21]([CH3:22])([CH3:23])[CH3:24])=[O:25])[CH2:17][CH2:18]2)[CH2:9][CH2:10]1.[Cl:26][CH2:27][Cl:28].[F:1][C:2]([F:3])([F:4])[C:5]([OH:6])=[O:7]>>[CH:8]1([C:11](=[O:12])[NH:13][CH:14]2[CH2:15][NH:16][CH2:17][CH2:18]2)[CH2:9][CH2:10]1. The product is O=C(NC1CCNC1)C1CC1.